Dataset: the Open Reaction Database (ORD), a public repository of structured organic reaction records. Task: describe an organic reaction: reactants, conditions, products, and yield Reactants: C(C1=CC=CC=C1)OC(=O)N[C@@H](CC1=CC=CC=C1)C(=O)N[C@@H]1C(N[C@H]1OC(C)=O)=O ((3S,4S)-3-(N-benzyloxycarbonyl-L-phenylalanyl)amino-4-acetoxy-azetidin-2-one), BrCCO (2-bromoethanol), O (water). Reagents/catalysts: O.O.C(C)(=O)[O-].[Zn+2].C(C)(=O)[O-] (zinc acetate dihydrate). Run in C1=CC=CC=C1 (benzene), C1(=CC=CC=C1)C (toluene). The product is C(C1=CC=CC=C1)OC(=O)N[C@@H](CC1=CC=CC=C1)C(=O)N[C@@H]1C(N[C@H]1OCCBr)=O ((3S,4S)-3-(N-benzyloxycarbonyl-L-phenylalanyl)amino-4-bromoethoxy-azetidin-2-one). Yield: 12.0%. RXN SMILES: [CH2:1]([O:8][C:9]([NH:11][C@H:12]([C:20]([NH:22][C@H:23]1[C@H:26]([O:27][C:28](=O)[CH3:29])[NH:25][C:24]1=[O:31])=[O:21])[CH2:13][C:14]1[CH:19]=[CH:18][CH:17]=[CH:16][CH:15]=1)=[O:10])[C:2]1[CH:7]=[CH:6][CH:5]=[CH:4][CH:3]=1.[Br:32]CCO.O>C1C=CC=CC=1.C1(C)C=CC=CC=1.O.O.C([O-])(=O)C.[Zn+2].C([O-])(=O)C>[CH2:1]([O:8][C:9]([NH:11][C@H:12]([C:20]([NH:22][C@H:23]1[C@H:26]([O:27][CH2:28][CH2:29][Br:32])[NH:25][C:24]1=[O:31])=[O:21])[CH2:13][C:14]1[CH:19]=[CH:18][CH:17]=[CH:16][CH:15]=1)=[O:10])[C:2]1[CH:7]=[CH:6][CH:5]=[CH:4][CH:3]=1 |f:5.6.7.8.9|. Procedure details: A mixture of (3S,4S)-3-(N-benzyloxycarbonyl-L-phenylalanyl)amino-4-acetoxy-azetidin-2-one (4.57 g, 10.8 mmole), 2-bromoethanol (1479 mg, 11.83 mmole), and zinc acetate dihydrate (1.78 g, 8.128 mmole) in a mixture of benzene (150 ml) and toluene (150 ml) was refluxed for 7 hrs using Dean-Stark water separator. After cooling, the reaction mixture was partitioned between ethyl acetate (1000 ml), acetone (100 ml) and water (500 ml). The organic layer was washed with water, brine and dried over sodiu... Starting materials: COCCC1OCC(C)(C(=O)OC)CO1, Cl, [Li+], C1CCOC1, [OH-], O. The product is COCCC1OCC(C)(C(=O)O)CO1. RXN SMILES: [CH3:1][O:2][CH2:3][CH2:4][CH:5]1[O:6][CH2:7][C:8]([C:11](=[O:12])[O:13][CH3:14])([CH3:15])[CH2:9][O:10]1.[ClH:18].[Li+:16].[O:19]1[CH2:20][CH2:21][CH2:22][CH2:23]1.[OH-:17].[OH2:24]>>[CH3:1][O:2][CH2:3][CH2:4][CH:5]1[O:6][CH2:7][C:8]([C:11](=[O:12])[OH:13])([CH3:15])[CH2:9][O:10]1. Starting materials: Cl[SiH2]Cl (Dichlorosilane), C=CCCCC (1-hexene). The reagents and catalysts are [H+].[H+].Cl[Pt-2](Cl)(Cl)(Cl)(Cl)Cl (chloroplatinic acid). The product is C(CCCCC)[SiH](Cl)Cl (n-hexyldichlorosilane), C(CCCCC)[Si](Cl)(Cl)CCCCCC (di-n-hexyldichlorosilane). As a reaction SMILES: [Cl:1][SiH2:2][Cl:3].[CH2:4]=[CH:5][CH2:6][CH2:7][CH2:8][CH3:9]>[H+].[H+].Cl[Pt-2](Cl)(Cl)(Cl)(Cl)Cl>[CH2:4]([SiH:2]([Cl:3])[Cl:1])[CH2:5][CH2:6][CH2:7][CH2:8][CH3:9].[CH2:4]([Si:2]([CH2:4][CH2:5][CH2:6][CH2:7][CH2:8][CH3:9])([Cl:3])[Cl:1])[CH2:5][CH2:6][CH2:7][CH2:8][CH3:9] |f:2.3.4|. Procedure details: Dichlorosilane in an amount of 83.5 g (0.827 mol), 88.6 g of 1-hexene (1.08 mol) and 0.05 mol % of chloroplatinic acid (relative to dichlorosilane) were charged in a stainless steel reactor and sealed and subjected to reaction in a bath at a temperature of 50° C. for 5 hours. After reaction, the seal of the reactor was broken and the reacted liquid was discharged, and by vacuum distillation, n-hexyldichlorosilane was obtained with a yield of 18% and di-n-hexyldichlorosilane with a yield of 72%. The reactants are C(F)(F)(F)C(=O)C(F)(F)F (CF3COCF3), O1OOCCC1 (trioxane), ##STR5##, [F-].[K+] (KF), C(C(F)(F)F)(C(F)(F)F)C(F)(F)F ((CF3)3CH). Solvent: CN(C=O)C (dimethylformamide), CC(=O)N(C)C (dimethylacetamide). Product: FC(C(=O)C(F)(F)F)(F)F (hexafluoroacetone), FC(C(C(F)(F)F)=C)(F)F (hexafluoroisobutylene). As a reaction SMILES: [F-].[K+].O1CCCOO1.[C:9]([C:13]([C:15]([F:18])([F:17])[F:16])=[O:14])([F:12])([F:11])[F:10].[CH:19]([C:28](F)(F)F)([C:24]([F:27])([F:26])[F:25])[C:20]([F:23])([F:22])[F:21]>CC(N(C)C)=O.CN(C)C=O>[F:10][C:9]([F:12])([F:11])[C:13]([C:15]([F:18])([F:17])[F:16])=[O:14].[F:21][C:20]([F:23])([F:22])[C:19](=[CH2:28])[C:24]([F:27])([F:26])[F:25] |f:0.1|. Procedure: Following the procedure of Example 1, 100 g (0.274 mole) ##STR5## 3.5 g anhydrous KF, 60 g (2.02 mole) trioxane (α-trioxymethylene), 50 mL dimethylformamide and 100 mL dimethylacetamide were heated from 100° C. to 143° C. over a 25 hour period. The cold trap yielded 29.4 g crude product which on GC analysis indicated that 15 g (0.09 mole) was CF3COCF3, 4.4 g (0.027 mole) was (CF3)2C=CH2 and 5.0 g (0.023 mole) was (CF3)3CH. The yields of hexafluoroacetone and hexafluoroisobutylene were 16.4% and ... Reactants: FC(C(=O)O)(F)F.C(C1=CC=CC=C1)O[C@@H](CNC(CC(=O)N[C@H]1C(NC2=C(CC1)C=CC=C2)=O)(C)C)C (3-[2(R)-benzyloxypropyl]amino-3-methyl-N-[2,3,4,5-tetrahydro-2-oxo-1H-1-benzazepin-3(R)-yl]-butanamide trifluoroacetate), O (water), C([O-])([O-])=O.[K+].[K+] (potassium carbonate). Run in C(Cl)Cl (methylene chloride). Yields the product C(C1=CC=CC=C1)O[C@@H](CNC(CC(=O)N[C@H]1C(NC2=C(CC1)C=CC=C2)=O)(C)C)C (3-[2(R)-Benzyloxypropyl]amino-3-methyl-N-[2,3,4,5-tetrahydro-2-oxo-1H-1-benzazepin-3(R)-yl]-butanamide). The yield is 95.6%. As a reaction SMILES: FC(F)(F)C(O)=O.[CH2:8]([O:15][C@H:16]([CH3:38])[CH2:17][NH:18][C:19]([CH3:37])([CH3:36])[CH2:20][C:21]([NH:23][C@@H:24]1[CH2:30][CH2:29][C:28]2[CH:31]=[CH:32][CH:33]=[CH:34][C:27]=2[NH:26][C:25]1=[O:35])=[O:22])[C:9]1[CH:14]=[CH:13][CH:12]=[CH:11][CH:10]=1.O.C(=O)([O-])[O-].[K+].[K+]>C(Cl)Cl>[CH2:8]([O:15][C@H:16]([CH3:38])[CH2:17][NH:18][C:19]([CH3:37])([CH3:36])[CH2:20][C:21]([NH:23][C@@H:24]1[CH2:30][CH2:29][C:28]2[CH:31]=[CH:32][CH:33]=[CH:34][C:27]=2[NH:26][C:25]1=[O:35])=[O:22])[C:9]1[CH:14]=[CH:13][CH:12]=[CH:11][CH:10]=1 |f:0.1,3.4.5|. Procedure details: To a solution of 2.03 g (3.788 mmol) of 3-[2(R)-benzyloxypropyl]amino-3-methyl-N-[2,3,4,5-tetrahydro-2-oxo-1H-1-benzazepin-3(R)-yl]-butanamide trifluoroacetate (Example 10, Step B) in 40 mL of methylene chloride was added 40 mL of water. The mixture was stirred vigorously while sufficient solid potassium carbonate was added to adjust the pH of the aqueous layer to 10-11. Stirring was discontinued and the layers allowed to separate. The organic layer was removed and the aqueous layer extracted tw... Starting materials: C1(=CC=C(C=C1)S(=O)(=O)OC[C@@H]1C[C@@H](C1)C1=NC=C2N1C=CN=C2Cl)C (cis-3-(8-chloroimidazo[1,5-a]pyrazin-3-yl)cyclobutylmethyl toluene-4-sulfonate), C1(=CC=C(C=C1)S(=O)(=O)OC[C@@H]1C[C@H](C1)C1=NC=C2N1C=CN=C2Cl)C (trans-3-(8-chloroimidazo[1,5-a]pyrazin-3-yl)cyclobutylmethyl toluene-4-sulfonate), [N+](=O)([O-])C1=CC=C(C(=O)Cl)C=C1 (4-nitrobenzoyl chloride). Product: [N+](=O)([O-])C1=CC=C(C(=O)OC[C@@H]2C[C@@H](C2)C2=NC=C3N2C=CN=C3Cl)C=C1 (cis-3-(8-Chloroimidazo[1,5-a]pyrazin-3-yl)cyclobutylmethyl 4-nitrobenzoate), [N+](=O)([O-])C1=CC=C(C(=O)OC[C@@H]2C[C@H](C2)C2=NC=C3N2C=CN=C3Cl)C=C1 (trans-3-(8-Chloroimidazo[1,5-a]pyrazin-3-yl)cyclobutylmethyl 4-nitrobenzoate). RXN SMILES: C1(C)C=CC(S([O:10][CH2:11][C@H:12]2[CH2:15][C@@H:14]([C:16]3[N:20]4[CH:21]=[CH:22][N:23]=[C:24]([Cl:25])[C:19]4=[CH:18][N:17]=3)[CH2:13]2)(=O)=O)=CC=1.C1(C)C=CC(S([O:36][CH2:37][C@H:38]2[CH2:41][C@H:40]([C:42]3[N:46]4[CH:47]=[CH:48][N:49]=[C:50]([Cl:51])[C:45]4=[CH:44][N:43]=3)[CH2:39]2)(=O)=O)=CC=1.[N+:53]([C:56]1[CH:64]=[CH:63][C:59]([C:60](Cl)=[O:61])=[CH:58][CH:57]=1)([O-:55])=[O:54]>>[N+:53]([C:56]1[CH:57]=[CH:58][C:59]([C:60]([O:10][CH2:11][C@H:12]2[CH2:13][C@@H:14]([C:16]3[N:20]4[CH:21]=[CH:22][N:23]=[C:24]([Cl:25])[C:19]4=[CH:18][N:17]=3)[CH2:15]2)=[O:61])=[CH:63][CH:64]=1)([O-:55])=[O:54].[N+:53]([C:56]1[CH:57]=[CH:58][C:59]([C:60]([O:36][CH2:37][C@H:38]2[CH2:39][C@H:40]([C:42]3[N:46]4[CH:47]=[CH:48][N:49]=[C:50]([Cl:51])[C:45]4=[CH:44][N:43]=3)[CH2:41]2)=[O:61])=[CH:63][CH:64]=1)([O-:55])=[O:54]. Procedure: cis-3-(8-Chloroimidazo[1,5-a]pyrazin-3-yl)cyclobutylmethyl 4-nitrobenzoate and trans-3-(8-Chloroimidazo[1,5-a]pyrazin-3-yl)cyclobutylmethyl 4-nitrobenzoate were prepared according to the general procedure for the preparation for cis-3-(8-chloroimidazo[1,5-a]pyrazin-3-yl)cyclobutylmethyl toluene-4-sulfonate and trans-3-(8-chloroimidazo[1,5-a]pyrazin-3-yl)cyclobutylmethyl toluene-4-sulfonate, except 4-nitrobenzoyl chloride was used instead of p-toluenesulfonic anhydride.